From a dataset of the Open Reaction Database (ORD), a public repository of structured organic reaction records. describe an organic reaction: reactants, conditions, products, and yield Reactants: CON=C(C(=O)O)C=1N=C(SC1)N (2-methoxyimino-2-(2-amino-1,3-thiazol-4-yl)acetic acid), NC1[C@@H]2N(C(=C(CS2)COC(C2=CC=C(C=C2)[N+](=O)[O-])=O)C(=O)O)C1=O (7-amino-3-(4-nitrobenzoyl)oxymethyl-3-cephem-4-carboxylic acid), C[Si](C)(C)CC(=O)N (trimethylsilylacetamide), P(=O)(Cl)(Cl)Cl (Phosphorus oxychloride), C([O-])(O)=O.[Na+] (sodium bicarbonate), P(=O)(Cl)(Cl)Cl (phosphorus oxychloride), C[Si](C)(C)C(C(=O)N)[Si](C)(C)C (Bis(trimethylsilyl)acetamide). Run in C(C)(=O)OCC (ethyl acetate), C(C)(=O)OCC (ethyl acetate), CN(C=O)C (dimethylformamide). Reaction conditions: time 20 minute. Product: CON=C(C(=O)NC1[C@@H]2N(C(=C(CS2)COC(C2=CC=C(C=C2)[N+](=O)[O-])=O)C(=O)O)C1=O)C=1N=C(SC1)N (7-[2-methoxyimino-2-(2-amino-1,3-thiazol-4-yl)acetamido]-3-(4-nitrobenzoyl)oxymethyl-3-cephem-4-carboxylic acid). The yield is 42.9%. RXN SMILES: P(Cl)(Cl)(Cl)=O.[CH3:6][O:7][N:8]=[C:9]([C:13]1[N:14]=[C:15]([NH2:18])[S:16][CH:17]=1)[C:10]([OH:12])=O.C[Si](C([Si](C)(C)C)C(N)=O)(C)C.[NH2:31][CH:32]1[C:55](=[O:56])[N:34]2[C:35]([C:52]([OH:54])=[O:53])=[C:36]([CH2:39][O:40][C:41](=[O:51])[C:42]3[CH:47]=[CH:46][C:45]([N+:48]([O-:50])=[O:49])=[CH:44][CH:43]=3)[CH2:37][S:38][C@H:33]12.C[Si](CC(N)=O)(C)C.C(=O)(O)[O-].[Na+]>C(OCC)(=O)C.CN(C)C=O>[CH3:6][O:7][N:8]=[C:9]([C:13]1[N:14]=[C:15]([NH2:18])[S:16][CH:17]=1)[C:10]([NH:31][CH:32]1[C:55](=[O:56])[N:34]2[C:35]([C:52]([OH:54])=[O:53])=[C:36]([CH2:39][O:40][C:41](=[O:51])[C:42]3[CH:43]=[CH:44][C:45]([N+:48]([O-:50])=[O:49])=[CH:46][CH:47]=3)[CH2:37][S:38][C@H:33]12)=[O:12] |f:5.6|. Procedure: Phosphorus oxychloride (0.56 g) was at a time added under 5° C. to a mixture of 2-methoxyimino-2-(2-amino-1,3-thiazol-4-yl)acetic acid (syn isomer) (0.6 g) and dry ethyl acetate (6 ml), and the mixture was stirred for 20 minutes at 4° to 6° C. Bis(trimethylsilyl)acetamide (0.3 g) was at a time added thereto at the same temperature and the mixture was stirred for 10 minutes at the same temperature.To the resulting mixture was at a time added phosphorus oxychloride (0.56 g) and the mixture was sti... The reactants are Cl (hydrochloric acid), C(C)(C)(C)OC(=O)N1CCN(CC1)C(=O)C1=C(NC(=C(C1C1=CC(=CC=C1)Cl)C(=O)O)C)C (4-[5-carboxy-4-(3-chlorophenyl)-2,6-dimethyl-1,4-dihydropyridine-3-carbonyl] piperazine-1-carboxylic acid-t-butyl ester), C1(=CC=CC=C1)CCCN (3-phenylpropylamine), CCN=C=NCCCN(C)C.Cl (WSC hydrochloride). Reagents/catalysts: CN(C1=CC=NC=C1)C (4-dimethylaminopyridine). Run in O (water), ClCCl (dichloromethane). Yields the product C(C)(C)(C)OC(=O)N1CCN(CC1)C(=O)C=1C(=NC(=C(C1C1=CC(=CC=C1)Cl)C(NCCCC1=CC=CC=C1)=O)C)C (4-[4-(3-chlorophenyl)-2,6-dimethyl-5-(3-phenylpropylcarbamoyl) pyridine-3-carbonyl] piperazine-1-carboxylic acid-t-butyl ester). As a reaction SMILES: [C:1]([O:5][C:6]([N:8]1[CH2:13][CH2:12][N:11]([C:14]([C:16]2[CH:21]([C:22]3[CH:27]=[CH:26][CH:25]=[C:24]([Cl:28])[CH:23]=3)[C:20]([C:29](O)=[O:30])=[C:19]([CH3:32])[NH:18][C:17]=2[CH3:33])=[O:15])[CH2:10][CH2:9]1)=[O:7])([CH3:4])([CH3:3])[CH3:2].[C:34]1([CH2:40][CH2:41][CH2:42][NH2:43])[CH:39]=[CH:38][CH:37]=[CH:36][CH:35]=1.CCN=C=NCCCN(C)C.Cl.Cl>CN(C)C1C=CN=CC=1.ClCCl.O>[C:1]([O:5][C:6]([N:8]1[CH2:9][CH2:10][N:11]([C:14]([C:16]2[C:17]([CH3:33])=[N:18][C:19]([CH3:32])=[C:20]([C:29](=[O:30])[NH:43][CH2:42][CH2:41][CH2:40][C:34]3[CH:39]=[CH:38][CH:37]=[CH:36][CH:35]=3)[C:21]=2[C:22]2[CH:27]=[CH:26][CH:25]=[C:24]([Cl:28])[CH:23]=2)=[O:15])[CH2:12][CH2:13]1)=[O:7])([CH3:2])([CH3:3])[CH3:4] |f:2.3|. Procedure: 1.13 g (2.37 mmol) of 4-[5-carboxy-4-(3-chlorophenyl)-2,6-dimethyl-1,4-dihydropyridine-3-carbonyl] piperazine-1-carboxylic acid-t-butyl ester, 0.51 ml (3.59 mmol) of 3-phenylpropylamine, 548 mg (2.86 mmol) of WSC hydrochloride and 21 mg (0.17 mmol) of 4-dimethylaminopyridine were stirred in 10 ml of dichloromethane at room temperature overnight. After adding 25 ml of water and 25 ml of 1 N hydrochloric acid, the reaction mixture was extracted with dichloromethane. The organic layer was washed wi...